Dataset: the Open Reaction Database (ORD), a public repository of structured organic reaction records. Task: describe an organic reaction: reactants, conditions, products, and yield Reactants: OC=1C=C(C=O)C=CC1 (3-Hydroxybenzaldehyde), BrCCCC(=O)OCC (ethyl 4-bromobutyrate), C([O-])([O-])=O.[K+].[K+] (potassium carbonate), [I-].[Na+] (sodium iodide). The product is C(=O)C=1C=C(OCCCC(=O)OCC)C=CC1 (4-(3-formylphenoxy)butanoic acid, ethyl ester). Isolated yield 92.5%. As a reaction SMILES: [OH:1][C:2]1[CH:3]=[C:4]([CH:7]=[CH:8][CH:9]=1)[CH:5]=[O:6].Br[CH2:11][CH2:12][CH2:13][C:14]([O:16][CH2:17][CH3:18])=[O:15].C(=O)([O-])[O-].[K+].[K+].[I-].[Na+]>>[CH:5]([C:4]1[CH:3]=[C:2]([CH:9]=[CH:8][CH:7]=1)[O:1][CH2:11][CH2:12][CH2:13][C:14]([O:16][CH2:17][CH3:18])=[O:15])=[O:6] |f:2.3.4,5.6|. Procedure: 3-Hydroxybenzaldehyde (900 mg, 7.37 mmol) is treated with 2.16 g (11.05 mmol) of ethyl 4-bromobutyrate, 3.06 g (22.11 mmol) of potassium carbonate, and a catalytic amount (110 mg 0.74 mmol) of sodium iodide under the same conditions as in Preparation 3 to give a yellow oil. Purification by flash chromatography using hexane/ethyl acetate (10:1) gives 1.61 g of 4-(3-formylphenoxy)butanoic acid, ethyl ester as a light yellow oil. The 1H NMR (300 MHz, CDCl3) is consistent with the desired product; I... Solvent: ClCCl (dichloromethane). As a reaction SMILES: Cl[C:2]([O:4][CH3:5])=[O:3].[NH:6]1[CH2:9][CH:8]([N:10]2[C:18]([C:19]3[CH:24]=[CH:23][CH:22]=[CH:21][C:20]=3[Cl:25])=[N:17][C:16]3[C:11]2=[N:12][C:13]([CH3:34])=[N:14][C:15]=3[N:26]2[CH2:31][CH2:30][N:29]([CH2:32][CH3:33])[CH2:28][CH2:27]2)[CH2:7]1.N1C=CC=CC=1>ClCCl>[CH3:5][O:4][C:2]([N:6]1[CH2:7][CH:8]([N:10]2[C:18]([C:19]3[CH:24]=[CH:23][CH:22]=[CH:21][C:20]=3[Cl:25])=[N:17][C:16]3[C:11]2=[N:12][C:13]([CH3:34])=[N:14][C:15]=3[N:26]2[CH2:27][CH2:28][N:29]([CH2:32][CH3:33])[CH2:30][CH2:31]2)[CH2:9]1)=[O:3]. Reactants: ClC(=O)OC (methyl chloroformate), N1CC(C1)N1C2=NC(=NC(=C2N=C1C1=C(C=CC=C1)Cl)N1CCN(CC1)CC)C (9-(azetidin-3-yl)-8-(2-chlorophenyl)-6-(4-ethylpiperazin-1-yl)-2-methyl-9H-purine), N1=CC=CC=C1 (pyridine). The product is COC(=O)N1CC(C1)N1C2=NC(=NC(=C2N=C1C1=C(C=CC=C1)Cl)N1CCN(CC1)CC)C (3-[8-(2-Chloro-phenyl)-6-(4-ethyl-piperazin-1-yl)-2-methyl-purin-9-yl]-azetidine-1-carboxylic acid methylester). Conditions: time 2 hour. Procedure details: Add methyl chloroformate (0.0024 mol, 0.22 g, 2.5 equiv.) to a solution of 9-(azetidin-3-yl)-8-(2-chlorophenyl)-6-(4-ethylpiperazin-1-yl)-2-methyl-9H-purine (0.0009 mol, 0.4 g) and pyridine (2 mL) in dry dichloromethane (2 mL) at 0° C. and stir for 2 hours at room temperature. Quench the reaction mixture with saturated sodium bicarbonate solution and then extract with dichloromethane. Dry the organic layer over anhydrous sodium sulfate, filter and concentrate under reduced pressure to give the r... Starting materials: O=C([O-])O, CC(C)CC1CC(c2onc(C(CC(=O)[O-])CC(=O)OC(C)(C)C)c2C2CC2)C1, Cc1ccc(Cl)c(N)c1, [Na+], CN(C)C=O, O, On1nnc2ccccc21. The product is Cc1ccc(Cl)c(NC(=O)CC(CC(=O)OC(C)(C)C)c2noc(C3CC(CC(C)C)C3)c2C2CC2)c1. As a reaction SMILES: [C:50](=[O:51])([OH:52])[O-:53].[CH:1]1([c:4]2[c:5]([CH:17]([CH2:18][C:19](=[O:20])[O:21][C:22]([CH3:23])([CH3:24])[CH3:25])[CH2:26][C:27](=[O:28])[O-:29])[n:6][o:7][c:8]2[CH:9]2[CH2:10][CH:11]([CH2:13][CH:14]([CH3:15])[CH3:16])[CH2:12]2)[CH2:2][CH2:3]1.[Cl:30][c:31]1[c:32]([NH2:38])[cH:33][c:34]([CH3:37])[cH:35][cH:36]1.[Na+:54].[O:55]=[CH:56][N:57]([CH3:58])[CH3:59].[OH2:49].[OH:39][n:40]1[c:41]2[c:42]([cH:43][cH:44][cH:45][cH:46]2)[n:47][n:48]1>>[CH:1]1([c:4]2[c:5]([CH:17]([CH2:18][C:19](=[O:20])[O:21][C:22]([CH3:23])([CH3:24])[CH3:25])[CH2:26][C:27](=[O:29])[NH:38][c:32]3[c:31]([Cl:30])[cH:36][cH:35][c:34]([CH3:37])[cH:33]3)[n:6][o:7][c:8]2[CH:9]2[CH2:10][CH:11]([CH2:13][CH:14]([CH3:15])[CH3:16])[CH2:12]2)[CH2:2][CH2:3]1. Reactants: product, C(CCCCCCCCC#CC#CCCCCCCCCCC)(=O)O (10,12-tricosadiynoic acid), C(C)N=C=NCCCN(C)C (1-ethyl-3-(3-dimethylaminopropyl)carbodiimide), N[C@H]1[C@H](O)[C@@H](O)[C@@H](O)[C@H](O1)CO (1-Amino-1-deoxy-β-D-galactose), N([C@@H](CCCCNC(=O)OC(C)(C)C)C(=O)OC1=C(F)C(F)=C(F)C(F)=C1F)C(=O)OCC1C2=CC=CC=C2C2=CC=CC=C12 (Fmoc-Lys(Boc)-OPfp). The solvent is CN(C=O)C (dimethylformamide), CN(C=O)C (dimethylformamide). Run at time 8 hour. Yields the product C(CCCCCCCCC#CC#CCCCCCCCCCC)(=O)OCC1OC(C(C(C1O)O)O)NC(C(CCCCN)N)=O (6-(2',6'-Diaminohexanoylamino)-3,4,5-trihydroxytetrahydropyran-2-ylmethyl 10,12-tricosadiynoate). RXN SMILES: [NH2:1][C@@H:2]1[O:10][C@H:9]([CH2:11][OH:12])[C@H:7]([OH:8])[C@H:5]([OH:6])[C@H:3]1[OH:4].[NH:13](C(OCC1C2C(=CC=CC=2)C2C1=CC=CC=2)=O)[C@H:14]([C:27](OC1C(F)=C(F)C(F)=C(F)C=1F)=[O:28])[CH2:15][CH2:16][CH2:17][CH2:18][NH:19]C(OC(C)(C)C)=O.[C:58]([OH:82])(=O)[CH2:59][CH2:60][CH2:61][CH2:62][CH2:63][CH2:64][CH2:65][CH2:66][C:67]#[C:68][C:69]#[C:70][CH2:71][CH2:72][CH2:73][CH2:74][CH2:75][CH2:76][CH2:77][CH2:78][CH2:79][CH3:80].C(N=C=NCCCN(C)C)C>CN(C)C=O>[C:58]([O:12][CH2:11][CH:9]1[CH:7]([OH:8])[CH:5]([OH:6])[CH:3]([OH:4])[CH:2]([NH:1][C:27](=[O:28])[CH:14]([NH2:13])[CH2:15][CH2:16][CH2:17][CH2:18][NH2:19])[O:10]1)(=[O:82])[CH2:59][CH2:60][CH2:61][CH2:62][CH2:63][CH2:64][CH2:65][CH2:66][C:67]#[C:68][C:69]#[C:70][CH2:71][CH2:72][CH2:73][CH2:74][CH2:75][CH2:76][CH2:77][CH2:78][CH2:79][CH3:80]. Reported procedure: 1-Amino-1-deoxy-β-D-galactose (180 mg, 1 mmol), and Fmoc-Lys(Boc)-OPfp (650 mg, 1 mmol) were dissolved in 4 ml dry dimethylformamide and stirred at room temperature overnight. The solvent was removed in vacuo, the residue was redissolved in acetonitrile/water (1:1), filtered and purified by reversed phase chromatography (Lobar RPSB, acetonitrile/water 50:50 and 65:35). The relevant fractions were collected, concentrated in vacuo, and the product was characterised by NMR. The purified product (1 ... Starting materials: CCO, CS(=O)(=O)c1ccc(C#N)c(F)c1, NO. Yields the product CS(=O)(=O)c1ccc(C(N)=NO)c(F)c1. As a reaction SMILES: [CH3:16][CH2:17][OH:18].[F:1][c:2]1[c:3]([C:4]#[N:5])[cH:6][cH:7][c:8]([S:10](=[O:11])(=[O:12])[CH3:13])[cH:9]1.[NH2:14][OH:15]>>[F:1][c:2]1[c:3]([C:4]([NH2:5])=[N:14][OH:15])[cH:6][cH:7][c:8]([S:10](=[O:11])(=[O:12])[CH3:13])[cH:9]1.